This data is from the Open Reaction Database (ORD), a public repository of structured organic reaction records. The task is: describe an organic reaction: reactants, conditions, products, and yield The reactants are C[C@@H]1CN(C[C@@H](O1)C)CCNC(=O)NC=1SC2=C(N1)C=CC(=C2)SC#N (2-[({2-[(2R,6S)-2,6-dimethylmorpholin-4-yl]ethyl}carbamoyl)amino]-1,3-benzothiazol-6-yl thiocyanate), SCC(O)C(O)CS (DL-dithiothreitol). Reagents/catalysts: P(=O)(O)(O)[O-].[K+] (potassium dihydrogen phosphate). The product is C[C@@H]1CN(C[C@@H](O1)C)CCNC(=O)NC=1SC2=C(N1)C=CC(=C2)S (1-{2-[(2R,6S)-2,6-dimethylmorpholin-4-yl]ethyl}-3-(6-sulphanyl-1,3-benzothiazol-2-yl)urea). The yield is 99.6%. Reaction SMILES: [CH3:1][C@H:2]1[O:7][C@@H:6]([CH3:8])[CH2:5][N:4]([CH2:9][CH2:10][NH:11][C:12]([NH:14][C:15]2[S:16][C:17]3[CH:23]=[C:22]([S:24]C#N)[CH:21]=[CH:20][C:18]=3[N:19]=2)=[O:13])[CH2:3]1.SCC(C(CS)O)O>P([O-])(O)(O)=O.[K+]>[CH3:8][C@H:6]1[O:7][C@@H:2]([CH3:1])[CH2:3][N:4]([CH2:9][CH2:10][NH:11][C:12]([NH:14][C:15]2[S:16][C:17]3[CH:23]=[C:22]([SH:24])[CH:21]=[CH:20][C:18]=3[N:19]=2)=[O:13])[CH2:5]1 |f:2.3|. Procedure details: The 1-{2-[(2R,6S)-2,6-dimethylmorpholin-4-yl]ethyl}-3-(6-sulphanyl-1,3-benzothiazol-2-yl)urea was prepared according to the method described in Example 1 b, but using 640 mg of 2-[({2-[(2R,6S)-2,6-dimethylmorpholin-4-yl]ethyl}carbamoyl)amino]-1,3-benzothiazol-6-yl thiocyanate, 7 mg of potassium dihydrogen phosphate and 729 mg of DL-dithiothreitol. 597 mg of 1-{2-[(2R,6S)-2,6-dimethylmorpholin-4-yl]ethyl}-3-(6-sulphanyl-1,3-benzothiazol-2-yl)urea are thus obtained in the form of a white solid, th...